From a dataset of the Open Reaction Database (ORD), a public repository of structured organic reaction records. describe an organic reaction: reactants, conditions, products, and yield Reactants: [H-].[Na+] (sodium hydride), C(C1=CC=CC=C1)(=O)C=1C=CC=C2CC(NC12)=O (7-benzoyloxindole), C(OCC)(OCC)=O (Diethyl carbonate). Run in CN(C=O)C (dimethylformamide). Conditions: time 10 minute. Product: C(C1=CC=CC=C1)(=O)C=1C=CC=C2C(C(NC12)=O)C(=O)OCC (Ethyl 7-benzoyloxindole-3-carboxylate). Reaction SMILES: [H-].[Na+].[C:3]([C:11]1[CH:12]=[CH:13][CH:14]=[C:15]2[C:19]=1[NH:18][C:17](=[O:20])[CH2:16]2)(=[O:10])[C:4]1[CH:9]=[CH:8][CH:7]=[CH:6][CH:5]=1.[C:21](=O)([O:25]CC)[O:22][CH2:23][CH3:24]>CN(C)C=O>[C:3]([C:11]1[CH:12]=[CH:13][CH:14]=[C:15]2[C:19]=1[NH:18][C:17](=[O:20])[CH:16]2[C:21]([O:22][CH2:23][CH3:24])=[O:25])(=[O:10])[C:4]1[CH:5]=[CH:6][CH:7]=[CH:8][CH:9]=1 |f:0.1|. Procedure: To a slurry of 365 mg. of sodium hydride in 8 ml. of dimethylformamide at 0° C. was gradually added 1.0 g. (4.22 mmoles) of 7-benzoyloxindole, and the mixture allowed to stir for 10 minutes in an ice bath. Diethyl carbonate (1.53 g., 12.7 mmoles) was added and the reaction mixture allowed to stir at ice bath temperatures for 3 hours. The mixture was then poured into 200 ml. of ice and water and the resulting precipitate filtered, washed with water and vacuum dried, 940 mg. The crude product was ... Reactants: COC(=O)c1scc(CBr)c1Cl, CNS(=O)(=O)c1ccc(Cl)cc1, [H-], [K+], [Na+], CN(C)C=O, O=S(=O)([O-])O. Yields the product COC(=O)c1scc(CN(C)S(=O)(=O)c2ccc(Cl)cc2)c1Cl. Reaction SMILES: [Br:15][CH2:16][c:17]1[c:18]([Cl:26])[c:19]([C:22](=[O:23])[O:24][CH3:25])[s:20][cH:21]1.[Cl:3][c:4]1[cH:5][cH:6][c:7]([S:10](=[O:11])(=[O:12])[NH:13][CH3:14])[cH:8][cH:9]1.[H-:1].[K+:32].[Na+:2].[O:33]=[CH:34][N:35]([CH3:36])[CH3:37].[S:27]([O-:28])([OH:29])(=[O:30])=[O:31]>>[Cl:3][c:4]1[cH:5][cH:6][c:7]([S:10](=[O:11])(=[O:12])[N:13]([CH3:14])[CH2:16][c:17]2[c:18]([Cl:26])[c:19]([C:22](=[O:23])[O:24][CH3:25])[s:20][cH:21]2)[cH:8][cH:9]1. Reaction SMILES: [CH2:2]([CH3:3])[O:4][C:5]([CH:6]([CH2:7][CH2:8][C:9]([c:10]1[cH:11][c:12]([F:18])[c:13]([F:17])[c:14]([F:16])[cH:15]1)=[O:27])[NH:20][C:19]([O:21][C:22]([CH3:23])([CH3:24])[CH3:25])=[O:26])=[O:28].[CH3:29][CH2:30][O:31][C:32](=[O:33])[CH3:34].[ClH:1]>>[CH2:2]([CH3:3])[O:4][C:5]([CH:6]1[CH2:7][CH2:8][CH:9]([c:10]2[cH:11][c:12]([F:18])[c:13]([F:17])[c:14]([F:16])[cH:15]2)[NH:20]1)=[O:28]. Reactants: CCOC(=O)C(CCC(=O)c1cc(F)c(F)c(F)c1)NC(=O)OC(C)(C)C, CCOC(C)=O, Cl. The product is CCOC(=O)C1CCC(c2cc(F)c(F)c(F)c2)N1. Starting materials: CC([C@H](C(=O)N1CCC(CC1)N1C(N2C(=NC(=C2)C)C1)=O)NC(OC(C)(C)C)=O)(C)C (tert-butyl(1R)-2,2-dimethyl-1-((4-(2-methyl-5-oxo-5H-imidazo[1,5-a]imidazol-6(7H)-yl)-1-piperidinyl)carbonyl)propylcarbamate), solution, Cl (hydrogen chloride), C(C)O (ethanol). Yields the product ClC1=CC=C(C=C1)NC(=O)N[C@H](C(C)(C)C)C(=O)N1CCC(CC1)N1C(N2C(=NC(=C2)C)C1)=O (N-(4-chlorophenyl)-N′-((1R)-2,2-dimethyl-1-((4-(2-methyl-5-oxo-5H-imidazo[1,5-a]imidazol-6(7H)-yl)-1-piperidinyl)carbonyl)propyl)urea). Yield: 53.0%. RXN SMILES: [CH3:1][C:2]([CH3:31])([CH3:30])[C@@H:3]([NH:22][C:23](=[O:29])OC(C)(C)C)[C:4]([N:6]1[CH2:11][CH2:10][CH:9]([N:12]2[CH2:20][C:15]3=[N:16][C:17]([CH3:19])=[CH:18][N:14]3[C:13]2=[O:21])[CH2:8][CH2:7]1)=[O:5].[ClH:32].[CH2:33](O)[CH3:34]>>[Cl:32][C:34]1[CH:33]=[CH:10][C:9]([NH:12][C:23]([NH:22][C@@H:3]([C:4]([N:6]2[CH2:11][CH2:10][CH:9]([N:12]3[CH2:20][C:15]4=[N:16][C:17]([CH3:19])=[CH:18][N:14]4[C:13]3=[O:21])[CH2:8][CH2:7]2)=[O:5])[C:2]([CH3:1])([CH3:30])[CH3:31])=[O:29])=[CH:8][CH:7]=1. Procedure details: To tert-butyl(1R)-2,2-dimethyl-1-((4-(2-methyl-5-oxo-5H-imidazo[1,5-a]imidazol-6(7H)-yl)-1-piperidinyl)carbonyl)propylcarbamate (0.17 g) obtained in Example 89c) was added a 40% solution of hydrogen chloride in ethanol (10 ml), and mixed for 1 hour. The reaction solution was concentrated under reduced pressure. The residue and triethylamine (0.16 ml) were dissolved in acetonitrile (15 ml) and a solution of 4-chlorophenyl isocyanate (72 mg) in acetonitrile (15 ml) was added dropwise thereto. The ... Reactants: D4, FC(C1=CC=C(C=N1)O)(F)F (6-(trifluoromethyl) 3-pyridinol), FC=1C=C(C=O)C=CC1F (3,4-difluorobenzaldehyde). The product is FC=1C=C(C=O)C=CC1OC=1C=NC(=CC1)C(F)(F)F (3-fluoro-4-((6-(trifluoromethyl)-3-pyridinyl)oxy)benzaldehyde). RXN SMILES: [F:1][C:2]([F:11])([F:10])[C:3]1[N:8]=[CH:7][C:6]([OH:9])=[CH:5][CH:4]=1.[F:12][C:13]1[CH:14]=[C:15]([CH:18]=[CH:19][C:20]=1F)[CH:16]=[O:17]>>[F:12][C:13]1[CH:14]=[C:15]([CH:18]=[CH:19][C:20]=1[O:9][C:6]1[CH:7]=[N:8][C:3]([C:2]([F:1])([F:10])[F:11])=[CH:4][CH:5]=1)[CH:16]=[O:17]. Reported procedure: The title compound was prepared by a procedure similar to those described for D4 starting from 6-(trifluoromethyl) 3-pyridinol and 3,4-difluorobenzaldehyde. Starting materials: O=C([O-])[O-], CCCCOc1ccc(CCNc2ncnc(CC)c2C(=O)O)cc1, CI, CCC(C)=O, [K+], [K+]. Yields the product CCCCOc1ccc(CCNc2ncnc(CC)c2C(=O)OC)cc1. As a reaction SMILES: [C:1](=[O:2])([O-:3])[O-:4].[CH2:7]([CH2:8][CH2:9][CH3:10])[O:11][c:12]1[cH:13][cH:14][c:15]([CH2:18][CH2:19][NH:20][c:21]2[n:22][cH:23][n:24][c:25]([CH2:30][CH3:31])[c:26]2[C:27](=[O:28])[OH:29])[cH:16][cH:17]1.[CH3:32][I:33].[CH3:34][C:35]([CH2:36][CH3:37])=[O:38].[K+:5].[K+:6]>>[CH3:1][O:29][C:27]([c:26]1[c:21]([NH:20][CH2:19][CH2:18][c:15]2[cH:14][cH:13][c:12]([O:11][CH2:7][CH2:8][CH2:9][CH3:10])[cH:17][cH:16]2)[n:22][cH:23][n:24][c:25]1[CH2:30][CH3:31])=[O:28]. Starting materials: CC(C)(C)OC(=O)NCC(c1ccccc1)N1C(=O)c2ccccc2C1=O, C1CCOC1, CO, NN, O. The product is CC(C)(C)OC(=O)NCC(N)c1ccccc1. Reaction SMILES: [C:1]([CH3:2])([CH3:3])([CH3:4])[O:5][C:6]([NH:7][CH2:8][CH:9]([c:10]1[cH:11][cH:12][cH:13][cH:14][cH:15]1)[N:16]1[C:17](=[O:18])[c:19]2[c:20]([cH:21][cH:22][cH:23][cH:24]2)[C:25]1=[O:26])=[O:27].[CH2:31]1[O:32][CH2:33][CH2:34][CH2:35]1.[CH3:36][OH:37].[NH2:29][NH2:30].[OH2:28]>>[C:1]([CH3:2])([CH3:3])([CH3:4])[O:5][C:6]([NH:7][CH2:8][CH:9]([c:10]1[cH:11][cH:12][cH:13][cH:14][cH:15]1)[NH2:16])=[O:27].